This data is from the Open Reaction Database (ORD), a public repository of structured organic reaction records. The task is: describe an organic reaction: reactants, conditions, products, and yield Reactants: COC1=CC=C(C=C1)N(S(=O)(=O)C1=CC=C(C(=O)O)C=C1)C (4-(N-(4-methoxyphenyl)-N-methylsulfamoyl)benzoic acid), N1=C(C=CC=C1)C=1N=C(SC1)N (4-(pyridin-2-yl)thiazol-2-amine). Yields the product COC1=CC=C(C=C1)N(S(=O)(=O)C1=CC=C(C(=O)NC=2SC=C(N2)C2=NC=CC=C2)C=C1)C (4-(N-(4-methoxyphenyl)-N-methylsulfamoyl)-N-(4-(pyridin-2-yl)thiazol-2-yl)benzamide). Reaction SMILES: [CH3:1][O:2][C:3]1[CH:8]=[CH:7][C:6]([N:9]([CH3:22])[S:10]([C:13]2[CH:21]=[CH:20][C:16]([C:17]([OH:19])=O)=[CH:15][CH:14]=2)(=[O:12])=[O:11])=[CH:5][CH:4]=1.[N:23]1[CH:28]=[CH:27][CH:26]=[CH:25][C:24]=1[C:29]1[N:30]=[C:31]([NH2:34])[S:32][CH:33]=1>>[CH3:1][O:2][C:3]1[CH:4]=[CH:5][C:6]([N:9]([CH3:22])[S:10]([C:13]2[CH:21]=[CH:20][C:16]([C:17]([NH:34][C:31]3[S:32][CH:33]=[C:29]([C:24]4[CH:25]=[CH:26][CH:27]=[CH:28][N:23]=4)[N:30]=3)=[O:19])=[CH:15][CH:14]=2)(=[O:12])=[O:11])=[CH:7][CH:8]=1. Procedure details: 4-(N-(4-methoxyphenyl)-N-methylsulfamoyl)benzoic acid (7) (100 mg, 0.31 mmol) was treated with 4-(pyridin-2-yl)thiazol-2-amine (46 mg, 0.26 mmol) using method C. The residue was purified using flash chromatography eluting with EtOAc. The resulting solid was triturated with diethyl ether to give 4-(N-(4-methoxyphenyl)-N-methylsulfamoyl)-N-(4-(pyridin-2-yl)thiazol-2-yl)benzamide as a yellow solid. Yield: 39 mg (31%). 1H-NMR: 8.64-8.61 (m, 1H), 8.28 (d, J=8.5 Hz, 2H), 8.02 (d, J=8.0 Hz, 1H), 7.94-7... Reactants: O (water), FC1=C(C=CC(=C1)OC)N1C(N(C2=NC(=NC=C2C1C)NC1=CC=CC=C1)C=1C=C(C#N)C=CC1)=O ((±)-3-[3-(2-fluoro-4-methoxy-phenyl)-4-methyl-2-oxo-7-phenylamino-3,4-dihydro-2H-pyrimido[4,5-d]pyrimidin-1-yl]-benzonitrile), OO (hydrogen peroxide), [OH-].[Na+] (sodium hydroxide). The solvent is CS(=O)C (dimethyl sulfoxide). Run at time 45 minute. The product is FC1=C(C=CC(=C1)OC)N1C(N(C2=NC(=NC=C2C1C)NC1=CC=CC=C1)C=1C=C(C(=O)N)C=CC1)=O ((±)-3-[3-(2-fluoro-4-methoxy-phenyl)-4-methyl-2-oxo-7-phenylamino-3,4-dihydro-2H-pyrimido[4,5-d]pyrimidin-1-yl]-benzamide). As a reaction SMILES: [F:1][C:2]1[CH:7]=[C:6]([O:8][CH3:9])[CH:5]=[CH:4][C:3]=1[N:10]1[CH:19]([CH3:20])[C:18]2[C:13](=[N:14][C:15]([NH:21][C:22]3[CH:27]=[CH:26][CH:25]=[CH:24][CH:23]=3)=[N:16][CH:17]=2)[N:12]([C:28]2[CH:29]=[C:30]([CH:33]=[CH:34][CH:35]=2)[C:31]#[N:32])[C:11]1=[O:36].[OH-:37].[Na+].OO.O>CS(C)=O>[F:1][C:2]1[CH:7]=[C:6]([O:8][CH3:9])[CH:5]=[CH:4][C:3]=1[N:10]1[CH:19]([CH3:20])[C:18]2[C:13](=[N:14][C:15]([NH:21][C:22]3[CH:23]=[CH:24][CH:25]=[CH:26][CH:27]=3)=[N:16][CH:17]=2)[N:12]([C:28]2[CH:29]=[C:30]([CH:33]=[CH:34][CH:35]=2)[C:31]([NH2:32])=[O:37])[C:11]1=[O:36] |f:1.2|. Procedure details: (±)-3-[3-(2-Fluoro-4-methoxy-phenyl)-4-methyl-2-oxo-7-phenylamino-3,4-dihydro-2H-pyrimido[4,5-d]pyrimidin-1-yl]-benzonitrile (0.80 g; 1.67 mmol) (from Example 9b supra) was dissolved in dimethyl sulfoxide (25 mL). Most of the material went into solution. Aqueous sodium hydroxide (1.0 N; 3.34 mL; 3.34 mmol) was added followed by hydrogen peroxide (30% in water; 0.51 mL, 4.99 mmol) at room temperature. After stirring for 45 minutes, water was added and a white solid precipitated out of solution. T... Product: CS(=O)(=O)n1cc(C2CCN(S(=O)(=O)N3CCCCC3C(=O)O)CC2)c2cc(C#N)ccc21. As a reaction SMILES: [C:35]([c:36]1[cH:37][c:38]2[c:39]([cH:40][cH:41]1)[n:42]([S:43]([CH3:44])(=[O:45])=[O:47])[cH:46][c:48]2[CH:49]1[CH2:50][CH2:51][N:52]([S:53]([Cl:54])(=[O:55])=[O:56])[CH2:57][CH2:58]1)#[N:59].[C:65]([CH:66]([CH:67]([C:68]([OH:69])=[O:70])[OH:71])[OH:72])([OH:73])=[O:74].[NH:75]1[CH2:76][CH2:77][CH2:78][CH2:79][CH:80]1[C:81]([OH:82])=[O:83].[OH:1][NH:2][C:3](=[O:4])[CH:5]1[N:6]([S:11](=[O:12])(=[O:13])[N:14]2[CH2:15][CH2:16][CH:17]([c:20]3[cH:21][n:22]([S:31](=[O:32])(=[O:33])[CH3:34])[c:23]4[cH:24][cH:25][c:26]([C:29]#[N:30])[cH:27][c:28]34)[CH2:18][CH2:19]2)[CH2:7][CH2:8][CH2:9][CH2:10]1.[S:60]([Cl:61])([Cl:62])(=[O:63])=[O:64]>>[C:3](=[O:4])([CH:5]1[N:6]([S:11](=[O:12])(=[O:13])[N:14]2[CH2:15][CH2:16][CH:17]([c:20]3[cH:21][n:22]([S:31](=[O:32])(=[O:33])[CH3:34])[c:23]4[cH:24][cH:25][c:26]([C:29]#[N:30])[cH:27][c:28]34)[CH2:18][CH2:19]2)[CH2:7][CH2:8][CH2:9][CH2:10]1)[OH:47]. Reactants: CS(=O)(=O)n1cc(C2CCN(S(=O)(=O)Cl)CC2)c2cc(C#N)ccc21, O=C(O)C(O)C(O)C(=O)O, O=C(O)C1CCCCN1, CS(=O)(=O)n1cc(C2CCN(S(=O)(=O)N3CCCCC3C(=O)NO)CC2)c2cc(C#N)ccc21, O=S(=O)(Cl)Cl. Reactants: CC1=CC(=CC(=N1)C1=NC(=NC=C1)C=1C=C(C=CC1)N)C1=CC=C(C=C1)C(F)(F)F (3-{4-[6-Methyl-4-(4-trifluoromethyl-phenyl)-pyridin-2-yl]-pyrimidin-2-yl}-phenylamine), CS(=O)(=O)Cl (methanesulfonyl chloride). Solvent: CCOC(=O)C (EtOAc), CCOC(=O)C (EtOAc), C(=O)(O)[O-].[Na+] (NaHCO3). Yields the product CC1=CC(=CC(=N1)C1=NC(=NC=C1)C=1C=C(C=CC1)NS(=O)(=O)C)C1=CC=C(C=C1)C(F)(F)F (N-(3-{4-[6-Methyl-4-(4-trifluoromethyl-phenyl)-pyridin-2-yl]-pyrimidin-2-yl}-phenyl)methanesulfonamide). Isolated yield 47.5%. RXN SMILES: [CH3:1][C:2]1[N:7]=[C:6]([C:8]2[CH:13]=[CH:12][N:11]=[C:10]([C:14]3[CH:15]=[C:16]([NH2:20])[CH:17]=[CH:18][CH:19]=3)[N:9]=2)[CH:5]=[C:4]([C:21]2[CH:26]=[CH:25][C:24]([C:27]([F:30])([F:29])[F:28])=[CH:23][CH:22]=2)[CH:3]=1.[CH3:31][S:32](Cl)(=[O:34])=[O:33]>CCOC(C)=O.C([O-])(O)=O.[Na+]>[CH3:1][C:2]1[N:7]=[C:6]([C:8]2[CH:13]=[CH:12][N:11]=[C:10]([C:14]3[CH:15]=[C:16]([NH:20][S:32]([CH3:31])(=[O:34])=[O:33])[CH:17]=[CH:18][CH:19]=3)[N:9]=2)[CH:5]=[C:4]([C:21]2[CH:26]=[CH:25][C:24]([C:27]([F:30])([F:28])[F:29])=[CH:23][CH:22]=2)[CH:3]=1 |f:3.4|. Procedure details: To a stirred and cooled solution of 3-{4-[6-methyl-4-(4-trifluoromethyl-phenyl)-pyridin-2-yl]-pyrimidin-2-yl}-phenylamine (example 326) (0.150 g, 0.369 mmol) in EtOAc (2 mL) and sat. NaHCO3-sol. (1 mL) was added methanesulfonyl chloride (1.0 mL, 13.6 mmol) and the mixture was stirred at 23° C. for 2 h. Diluted with EtOAc, washed with sat. NaHCO3-sol. and water, dried the organic layer over Na2SO4. Removal of the solvent in vacuum left a crude product which was purified by silica gel column chrom...